describe an organic reaction: reactants, conditions, products, and yield From a dataset of the Open Reaction Database (ORD), a public repository of structured organic reaction records. The reactants are BrC1=CC=2CC3=CC(=CC=C3C2C=C1)Br (2,7-dibromofluorene), BrCCCCC=C (1-bromo-5-hexene). The reagents and catalysts are [N+](CCCC)(CCCC)(CCCC)CCCC.[Br-] (Bu4NBr). Run in [OH-].[Na+] (NaOH), C1(=CC=CC=C1)C (toluene). Run at temperature 100 celsius, time 5 hour. Yields the product BrC1=CC=2C(C3=CC(=CC=C3C2C=C1)Br)(CCCCC=C)CCCCC=C (2,7-dibromo-9,9-dihex-5-enyl-fluorene). RXN SMILES: [Br:1][C:2]1[CH:14]=[CH:13][C:12]2[C:11]3[C:6](=[CH:7][C:8]([Br:15])=[CH:9][CH:10]=3)[CH2:5][C:4]=2[CH:3]=1.Br[CH2:17][CH2:18][CH2:19][CH2:20][CH:21]=[CH2:22]>C1(C)C=CC=CC=1.[OH-].[Na+].[N+](CCCC)(CCCC)(CCCC)CCCC.[Br-]>[Br:1][C:2]1[CH:14]=[CH:13][C:12]2[C:11]3[C:6](=[CH:7][C:8]([Br:15])=[CH:9][CH:10]=3)[C:5]([CH2:12][CH2:13][CH2:14][CH2:2][CH:3]=[CH2:4])([CH2:17][CH2:18][CH2:19][CH2:20][CH:21]=[CH2:22])[C:4]=2[CH:3]=1 |f:3.4,5.6|. Procedure: 2,7-dibromofluorene (5 g, 15.4 mmol) was combined with 1-bromo-5-hexene (7.5 g, 46.0 mmol) in toluene (50 mL), NaOH (50 mL, 50%, aq) and Bu4NBr (0.1 g) as a phase transfer catalyst. The mixture was heated at ca. 100° C. with stirring for 5 h. The organic layer was separated from the aqueous layer and then treated with 10% HCl and then water and then stirred the MgSO4 and carbon black. The solution was filtered and all solvents were removed in vacuo to give a brown oil, 7.83 g. The reactants are CC1(CCN(CC1)C(=O)OC(C)(C)C)S(=O)(=O)C (tert-butyl 4-methyl-4-methylsulfonyl-piperidine-1-carboxylate), C(=O)(C(F)(F)F)O (TFA). Run in C(Cl)Cl (DCM). Run at time 1 hour. The product is CC1(CCNCC1)S(=O)(=O)C (4-methyl-4-(methylsulfonyl)piperidine). As a reaction SMILES: [CH3:1][C:2]1([S:15]([CH3:18])(=[O:17])=[O:16])[CH2:7][CH2:6][N:5](C(OC(C)(C)C)=O)[CH2:4][CH2:3]1.C(O)(C(F)(F)F)=O>C(Cl)Cl>[CH3:1][C:2]1([S:15]([CH3:18])(=[O:17])=[O:16])[CH2:3][CH2:4][NH:5][CH2:6][CH2:7]1. Procedure details: To a solution of tert-butyl 4-methyl-4-methylsulfonyl-piperidine-1-carboxylate (430 mg, 1.550 mmol) in DCM (10 mL) was added TFA (3 mL, 38.94 mmol) and the solution stirred at room temperature for 1 h. The reaction was concentrated and azeotroped twice with DCM to give 4-methyl-4-(methylsulfonyl)piperidine as a sticky oil that was used in next step without further purification. MS (ES+) 178.0. The reactants are ClC1=CC(=C(CNC(C(CO)(C)C)=O)C=C1C1=NN(C(N1)=O)C1=CC=C(C=C1)Cl)F (N-(4-chloro-5-(1-(4-chlorophenyl)-4,5-dihydro-5-oxo-1H-1,2,4-triazol-3-yl)-2-fluorobenzyl)-3-hydroxy-2,2-dimethylpropanamide), CCN(CC)S(F)(F)F (DAST). The solvent is C1CCOC1 (THF). Conditions: time 5.5 hour. Product: ClC1=CC(=C(CNC(C(CF)(C)C)=O)C=C1C1=NN(C(N1)=O)C1=CC=C(C=C1)Cl)F (N-(4-chloro-5-(1-(4-chlorophenyl)-4,5-dihydro-5-oxo-1H-1,2,4-triazol-3-yl)-2-fluorobenzyl)-3-fluoro-2,2-dimethylpropanamide). Yield: 8.7%. As a reaction SMILES: [Cl:1][C:2]1[C:16]([C:17]2[NH:21][C:20](=[O:22])[N:19]([C:23]3[CH:28]=[CH:27][C:26]([Cl:29])=[CH:25][CH:24]=3)[N:18]=2)=[CH:15][C:5]([CH2:6][NH:7][C:8](=[O:14])[C:9]([CH3:13])([CH3:12])[CH2:10]O)=[C:4]([F:30])[CH:3]=1.CCN(S(F)(F)[F:37])CC>C1COCC1>[Cl:1][C:2]1[C:16]([C:17]2[NH:21][C:20](=[O:22])[N:19]([C:23]3[CH:24]=[CH:25][C:26]([Cl:29])=[CH:27][CH:28]=3)[N:18]=2)=[CH:15][C:5]([CH2:6][NH:7][C:8](=[O:14])[C:9]([CH3:13])([CH3:12])[CH2:10][F:37])=[C:4]([F:30])[CH:3]=1. Procedure details: To a solution of N-(4-chloro-5-(1-(4-chlorophenyl)-4,5-dihydro-5-oxo-1H-1,2,4-triazol-3-yl)-2-fluorobenzyl)-3-hydroxy-2,2-dimethylpropanamide (0.150 g, 0.330 mmol) in THF (5.0 mL), DAST (0.079 g, 0.495 mmol) was added at 0-5° C. and stirred at RT for 5-6 h. After completion of the reaction, the reaction mass was quenched with water and extracted with ethyl acetate. The organic layer was separated, concentrated and the obtained crude was purified with column chromatography using basic alumina by ... The solvent is CN(C)C=O (DMF). Reported procedure: The product from step (i) (2.23 g), potassium carbonate (2.33 g) and methyl iodide (0.7 ml) were stirred in DMF (20 ml) for 20 h. The reaction was quenched with water, extracted with EtOAc, dried (MgSO4) and evaporated. The residue was purified by chromatography on silica eluting with 30% EtOAc/isohexane. Yield 1.5 g. Carried forward to step (ii) without characterisation. Reaction SMILES: [Br:1][C:2]1[C:3]([CH3:13])=[CH:4][C:5]([NH:8][S:9]([CH3:12])(=[O:11])=[O:10])=[N:6][CH:7]=1.[C:14](=O)([O-])[O-].[K+].[K+].CI>CN(C=O)C>[Br:1][C:2]1[C:3]([CH3:13])=[CH:4][C:5]([N:8]([CH3:14])[S:9]([CH3:12])(=[O:10])=[O:11])=[N:6][CH:7]=1 |f:1.2.3|. Reactants: BrC=1C(=CC(=NC1)NS(=O)(=O)C)C (N-(5-Bromo-4-methyl-2-pyridinyl)methanesulfonamide), C([O-])([O-])=O.[K+].[K+] (potassium carbonate), CI (methyl iodide). Yields the product BrC=1C(=CC(=NC1)N(S(=O)(=O)C)C)C (N-(5-Bromo-4-methyl-2-pyridinyl)-N-methylmethanesulfonamide). Reactants: C(C)(=O)O (acetic acid), CCN=C=NCCCN(C)C.Cl (EDC hydrochloride), CN(C=O)C (dimethylformamide), FC(C=1C=C(C=CC1)C(C)N)(F)F (1-[3-(trifluoromethyl)phenyl]-ethylamine), C=1C=CC2=C(C1)N=NN2O (HOBt). The solvent is O (water). Conditions: time 8 hour. Yields the product ClC1=CC=C(C=C1)C=1N(C(N(C1)CC(=O)NC(C)C1=CC(=CC=C1)C(F)(F)F)=O)C1CC1 (rac-2-[4-(4-chlorophenyl)-3-cyclopropyl-2-oxo-2,3-dihydro-1H-imidazol-1-yl]-N-{1-[3-(trifluoromethyl)phenyl]ethyl}acetamide). RXN SMILES: [C:1]([OH:4])(=O)[CH3:2].[F:5][C:6]([F:17])([F:16])[C:7]1[CH:8]=[C:9]([CH:13]([NH2:15])[CH3:14])[CH:10]=[CH:11][CH:12]=1.[CH:18]1[CH:19]=[CH:20][C:21]2N(O)N=N[C:22]=2[CH:23]=1.[CH3:28][CH2:29][N:30]=[C:31]=[N:32][CH2:33][CH2:34][CH2:35]N(C)C.[ClH:39].CN(C)C=[O:43]>O>[Cl:39][C:18]1[CH:19]=[CH:20][C:21]([C:31]2[N:32]([CH:33]3[CH2:34][CH2:35]3)[C:28](=[O:43])[N:29]([CH2:2][C:1]([NH:15][CH:13]([C:9]3[CH:10]=[CH:11][CH:12]=[C:7]([C:6]([F:16])([F:17])[F:5])[CH:8]=3)[CH3:14])=[O:4])[CH:30]=2)=[CH:22][CH:23]=1 |f:3.4|. Procedure details: 50.0 mg (0.171 mmol) of 4-(4-chlorophenyl)-3-cyclopropyl-2-oxo-2,3-dihydro-1H-imidazol-1-yl]-acetic acid from Example 130A, 35.5 mg (0.188 mmol) of 1-[3-(trifluoromethyl)phenyl]-ethylamine and 27.7 mg (0.205 mmol) of HOBt are placed in 1.5 ml of dimethylformamide and treated with 42.6 mg (0.222 mmol) of EDC hydrochloride. This is stirred overnight at room temperature, then stirred with 19 ml of water and the resulting precipitate recovered by filtration. The crude product is washed with water, d... The reactants are CN(C)C=O, ClCCl, N#Cc1c(N)nc2ccc(N3CCOCC3)cc2c1NCc1ccccc1, Cc1ccc(S(=O)(=O)ON)cc1. The product is N#Cc1c(NCc2ccccc2)c2cc(N3CCOCC3)ccc2[n+](N)c1N, Cc1ccc(S(=O)(=O)[O-])cc1. RXN SMILES: [CH3:40][N:41]([CH3:42])[CH:43]=[O:44].[Cl:45][CH2:46][Cl:47].[NH2:1][c:2]1[n:3][c:4]2[cH:5][cH:6][c:7]([N:22]3[CH2:23][CH2:24][O:25][CH2:26][CH2:27]3)[cH:8][c:9]2[c:10]([NH:14][CH2:15][c:16]2[cH:17][cH:18][cH:19][cH:20][cH:21]2)[c:11]1[C:12]#[N:13].[S:28](=[O:29])(=[O:30])([c:31]1[cH:32][cH:33][c:34]([CH3:35])[cH:36][cH:37]1)[O:38][NH2:39]>>[NH2:1][c:2]1[n+:3]([NH2:39])[c:4]2[cH:5][cH:6][c:7]([N:22]3[CH2:23][CH2:24][O:25][CH2:26][CH2:27]3)[cH:8][c:9]2[c:10]([NH:14][CH2:15][c:16]2[cH:17][cH:18][cH:19][cH:20][cH:21]2)[c:11]1[C:12]#[N:13].[S:28](=[O:29])(=[O:30])([c:31]1[cH:32][cH:33][c:34]([CH3:35])[cH:36][cH:37]1)[O-:38]. Starting materials: Cc1[nH]cnc1C(F)(F)C(F)(F)F, CN(C)C=O, FC(F)Oc1cnc(Cl)c(Cl)c1, [H-], [Na+], O. Product: Cc1c(C(F)(F)C(F)(F)F)ncn1-c1ncc(OC(F)F)cc1Cl. Reaction SMILES: [CH3:1][c:2]1[c:3]([C:7]([C:8]([F:9])([F:10])[F:11])([F:12])[F:13])[n:4][cH:5][nH:6]1.[CH:29]([N:30]([CH3:31])[CH3:32])=[O:33].[Cl:16][c:17]1[n:18][cH:19][c:20]([O:24][CH:25]([F:26])[F:27])[cH:21][c:22]1[Cl:23].[H-:14].[Na+:15].[OH2:28]>>[CH3:1][c:2]1[c:3]([C:7]([C:8]([F:9])([F:10])[F:11])([F:12])[F:13])[n:4][cH:5][n:6]1-[c:17]1[n:18][cH:19][c:20]([O:24][CH:25]([F:26])[F:27])[cH:21][c:22]1[Cl:23]. Starting materials: ClC1=NC(=CC=C1)C(F)(F)F (2-chloro-6-trifluoromethylpyridine), cuprous chloride, N (ammonia). Run at temperature 170 celsius. Product: FC(C1=CC=CC(=N1)N)(F)F (6-trifluoromethylpyridin-2-amine). RXN SMILES: Cl[C:2]1[CH:7]=[CH:6][CH:5]=[C:4]([C:8]([F:11])([F:10])[F:9])[N:3]=1.[NH3:12]>>[F:9][C:8]([F:11])([F:10])[C:4]1[N:3]=[C:2]([NH2:12])[CH:7]=[CH:6][CH:5]=1. Reported procedure: A mixture of 2-chloro-6-trifluoromethylpyridine (20.0 g), cuprous chloride (0.2 g) and ammonia (specific gravity 0.88, 75 ml) was heated at 170° C. in a pressure vessel for 18 hours. After cooling to ambient temperature, the mixture was extracted with dichloromethane (300 ml). The organic extract was dried and evaporated to give 6-trifluoromethylpyridin-2-amine, m.p. 74°-79° C. Reactants: O=[N+]([O-])c1cnc(C=Cc2ccccc2)n1Cc1ccccc1, CO, NNC(N)=S, O=[O+][O-], O, O=S([O-])O. Product: NC(=S)NN=Cc1ncc([N+](=O)[O-])n1Cc1ccccc1. RXN SMILES: [CH2:1]([c:2]1[cH:3][cH:4][cH:5][cH:6][cH:7]1)[n:8]1[c:9]([CH:16]=[CH:17][c:18]2[cH:19][cH:20][cH:21][cH:22][cH:23]2)[n:10][cH:11][c:12]1[N+:13](=[O:14])[O-:15].[CH3:36][OH:37].[NH2:31][NH:32][C:33](=[S:34])[NH2:35].[O-:24][O+:25]=[O:26].[OH2:38].[S:27](=[O:28])([OH:29])[O-:30]>>[CH2:1]([c:2]1[cH:3][cH:4][cH:5][cH:6][cH:7]1)[n:8]1[c:9]([CH:16]=[N:31][NH:32][C:33](=[S:34])[NH2:35])[n:10][cH:11][c:12]1[N+:13](=[O:14])[O-:15]. Reactants: ClCCl, CS(=O)(=O)Cl, CCOC(C)=O, CN1C(=O)C(NC(=O)CCc2ccc(Cl)cc2Cl)N=C(c2ccccc2)c2cc(N)ccc21, c1ccncc1. Product: CN1C(=O)C(NC(=O)CCc2ccc(Cl)cc2Cl)N=C(c2ccccc2)c2cc(NS(C)(=O)=O)ccc21. RXN SMILES: [CH2:45]([Cl:46])[Cl:47].[CH3:1][S:2]([Cl:3])(=[O:4])=[O:5].[CH3:48][CH2:49][O:50][C:51](=[O:52])[CH3:53].[NH2:6][c:7]1[cH:8][cH:9][c:10]2[c:11]([cH:38]1)[C:12]([c:32]1[cH:33][cH:34][cH:35][cH:36][cH:37]1)=[N:13][CH:14]([NH:19][C:20]([CH2:21][CH2:22][c:23]1[c:24]([Cl:30])[cH:25][c:26]([Cl:29])[cH:27][cH:28]1)=[O:31])[C:15](=[O:18])[N:16]2[CH3:17].[cH:39]1[cH:40][cH:41][n:42][cH:43][cH:44]1>>[CH3:1][S:2](=[O:4])(=[O:5])[NH:6][c:7]1[cH:8][cH:9][c:10]2[c:11]([cH:38]1)[C:12]([c:32]1[cH:33][cH:34][cH:35][cH:36][cH:37]1)=[N:13][CH:14]([NH:19][C:20]([CH2:21][CH2:22][c:23]1[c:24]([Cl:30])[cH:25][c:26]([Cl:29])[cH:27][cH:28]1)=[O:31])[C:15](=[O:18])[N:16]2[CH3:17].